Dataset: the Open Reaction Database (ORD), a public repository of structured organic reaction records. Task: describe an organic reaction: reactants, conditions, products, and yield Reaction SMILES: [CH3:20][CH2:21][OH:22].[NH:2]1[C:3](=[O:11])[CH2:4][c:5]2[cH:6][cH:7][cH:8][cH:9][c:10]21.[Na:1].[o:12]1[c:13]([C:17](=[O:18])[Cl:19])[cH:14][cH:15][cH:16]1>>[NH:2]1[C:3](=[O:11])[CH:4]([C:17]([c:13]2[o:12][cH:16][cH:15][cH:14]2)=[O:18])[c:5]2[cH:6][cH:7][cH:8][cH:9][c:10]21. Reactants: CCO, O=C1Cc2ccccc2N1, [Na], O=C(Cl)c1ccco1. Product: O=C1Nc2ccccc2C1C(=O)c1ccco1. The reactants are C(#N)C1=CC=C(C=C1)C1=CC=C(C=C1)O (4'-cyano-4-hydroxy-biphenyl), N1=CC=CC=C1 (pyridine), C(CCCCC)(=O)Cl (caproic acid chloride). The solvent is C1=CC=CC=C1 (benzene). Yields the product C(CCCCC)(=O)OC1=CC=C(C=C1)C1=CC=C(C=C1)C#N (4'-cyano-4-biphenylyl hexanoate). Reaction SMILES: [C:1]([C:3]1[CH:8]=[CH:7][C:6]([C:9]2[CH:14]=[CH:13][C:12]([OH:15])=[CH:11][CH:10]=2)=[CH:5][CH:4]=1)#[N:2].N1C=CC=CC=1.[C:22](Cl)(=[O:28])[CH2:23][CH2:24][CH2:25][CH2:26][CH3:27]>C1C=CC=CC=1>[C:22]([O:15][C:12]1[CH:13]=[CH:14][C:9]([C:6]2[CH:5]=[CH:4][C:3]([C:1]#[N:2])=[CH:8][CH:7]=2)=[CH:10][CH:11]=1)(=[O:28])[CH2:23][CH2:24][CH2:25][CH2:26][CH3:27]. Procedure details: 0.390 G. of 4'-cyano-4-hydroxy-biphenyl are dissolved in 4.0 ml. of absolute pyridine and reacted with 0.323 g. of caproic acid chloride as in Example 1. The 0.613 g. of yellowish crystals obtained according to the procedure described in Example 1 are dissolved in benzene and chromatographed on 40 g. of silica gel. Benzene elutes 0.555 g. of colorless crystals which are recrystallized from acetone-hexane up to constant melting point and clearing point. The pure 4'-cyano-4-biphenylyl hexanoate ob...